Dataset: the Open Reaction Database (ORD), a public repository of structured organic reaction records. Task: describe an organic reaction: reactants, conditions, products, and yield Conditions: time 1 hour. The solvent is C(Cl)Cl (DCM), C(Cl)Cl (DCM), C(Cl)Cl (DCM). Isolated yield 83.8%. Product: C(C)N(C(CCOC)=O)CC1=CC=CC=C1 (N-Ethyl-3-(methyloxy)-N-(phenylmethyl)propanamide). As a reaction SMILES: C(N1C=CN=C1)(N1C=CN=C1)=O.[CH3:13][O:14][CH2:15][CH2:16][C:17]([OH:19])=O.[CH2:20]([NH:22][CH2:23][C:24]1[CH:29]=[CH:28][CH:27]=[CH:26][CH:25]=1)[CH3:21]>C(Cl)Cl>[CH2:20]([N:22]([CH2:23][C:24]1[CH:29]=[CH:28][CH:27]=[CH:26][CH:25]=1)[C:17](=[O:19])[CH2:16][CH2:15][O:14][CH3:13])[CH3:21]. Starting materials: COCCC(=O)O (3-methoxypropionic acid), C(C)NCC1=CC=CC=C1 (N-ethylbenzylamine), C(=O)(N1C=NC=C1)N1C=NC=C1 (1,1′-carbonyldiimidazole). Reported procedure: A suspension of 1,1′-carbonyldiimidazole (23.20 g, 0.14 mol) in dry DCM (240 mL) was added portion-wise over 15 min to a solution of 3-methoxypropionic acid (10.00 mL, 0.11 mol) in DCM (100 mL) under nitrogen at room temperature. The resulting solution was stirred under nitrogen for 1 h and then treated with a solution of N-ethylbenzylamine (32.70 mL, 0.22 mol) in dry DCM (140 mL) drop-wise over 50 min. The resultant pale brown solution was stirred under nitrogen at room temperature for 16 h and...